Dataset: the Open Reaction Database (ORD), a public repository of structured organic reaction records. Task: describe an organic reaction: reactants, conditions, products, and yield Reactants: COC1=C2C(=C(N(C2=CC=C1)CC1=CC=CC=C1)C)CC(=O)N (4-methoxy-2-methyl-1-(phenylmethyl)-1H-indole-3-acetamide), B(Br)(Br)Br (BBr3). Solvent: C(Cl)Cl (methylene chloride). The product is OC1=C2C(=C(N(C2=CC=C1)CC1=CC=CC=C1)C)CC(=O)N (4-hydroxy-2-methyl-1-(phenylmethyl)-1H-indole-3-acetamide). Yield: 65.6%. Reaction SMILES: C[O:2][C:3]1[CH:11]=[CH:10][CH:9]=[C:8]2[C:4]=1[C:5]([CH2:20][C:21]([NH2:23])=[O:22])=[C:6]([CH3:19])[N:7]2[CH2:12][C:13]1[CH:18]=[CH:17][CH:16]=[CH:15][CH:14]=1.B(Br)(Br)Br>C(Cl)Cl>[OH:2][C:3]1[CH:11]=[CH:10][CH:9]=[C:8]2[C:4]=1[C:5]([CH2:20][C:21]([NH2:23])=[O:22])=[C:6]([CH3:19])[N:7]2[CH2:12][C:13]1[CH:18]=[CH:17][CH:16]=[CH:15][CH:14]=1. Procedure: A solution of 1.45 g (4.7 mmol) of 4-methoxy-2-methyl-1-(phenylmethyl)-1H-indole-3-acetamide and 14.1 mL (14.1 mmol) of 1M BBr3 in methylene chloride was reacted as described in Example 2, Part C to give after chromatography on silica (eluted with EtOAc/hexane, then EtOAc) 908 mg (66% yield) of 4-hydroxy-2-methyl-1-(phenylmethyl)-1H-indole-3-acetamide, mp, 200-208° C. The reactants are [H-].[Na+] (sodium hydride), FC1=CC=C(C=C1)C(F)(F)F (p-fluorobenzotrifluoride), CN1C[C@H]([C@H](CC1)O)C1=CC=CC=C1 (cis-1-methyl-3-phenyl-4-piperidinol), [Na+].[Cl-] (NaCl). The solvent is C1=CC=CC=C1 (benzene), C1=CC=CC=C1 (benzene), CN(C)C=O (DMF), C1=CC=CC=C1 (benzene), CCOCC (ether). Run at temperature 13 celsius, time 48 hour. Yields the product Cl.CN1C[C@H]([C@H](CC1)OC1=CC=C(C=C1)C(F)(F)F)C1=CC=CC=C1 (cis-1-methyl-3-phenyl-4-(4-trifluoromethylphenoxy)piperidine hydrochloride). As a reaction SMILES: [CH3:1][N:2]1[CH2:7][CH2:6][C@H:5]([OH:8])[C@H:4]([C:9]2[CH:14]=[CH:13][CH:12]=[CH:11][CH:10]=2)[CH2:3]1.[H-].[Na+].F[C:18]1[CH:23]=[CH:22][C:21]([C:24]([F:27])([F:26])[F:25])=[CH:20][CH:19]=1.[Na+].[Cl-:29]>C1C=CC=CC=1.CCOCC.CN(C=O)C>[ClH:29].[CH3:1][N:2]1[CH2:7][CH2:6][C@H:5]([O:8][C:18]2[CH:23]=[CH:22][C:21]([C:24]([F:27])([F:26])[F:25])=[CH:20][CH:19]=2)[C@H:4]([C:9]2[CH:14]=[CH:13][CH:12]=[CH:11][CH:10]=2)[CH2:3]1 |f:1.2,4.5,9.10|. Reported procedure: A suspension of 9.56 g of cis-1-methyl-3-phenyl-4-piperidinol, Example 22a above, in 100 ml of benzene is added to a suspension of 1.32 g of sodium hydride in 50 ml of dry benzene. The mixture is heated to reflux, and 50 ml of dry DMF are added in portions over a two hour period. The solution is cooled to 13° C. and a solution of 12.31 g of p-fluorobenzotrifluoride in 50 ml of benzene is added all at once. A slight rise in temperatue occurs. After stirring at room temperature under nitrogen for ... Reactants: NS(=O)(=O)c1cccc(-c2nc(C(F)(F)F)nc(Cl)c2-c2ccccc2)c1, Cl, FC(F)(F)c1ccc(N2CCNCC2)nc1, c1ccncc1. The product is NS(=O)(=O)c1cccc(-c2nc(C(F)(F)F)nc(N3CCN(c4ccc(C(F)(F)F)cn4)CC3)c2-c2ccccc2)c1. As a reaction SMILES: [Cl:1][c:2]1[c:3](-[c:22]2[cH:23][cH:24][cH:25][cH:26][cH:27]2)[c:4](-[c:12]2[cH:13][c:14]([S:18](=[O:19])(=[O:20])[NH2:21])[cH:15][cH:16][cH:17]2)[n:5][c:6]([C:8]([F:9])([F:10])[F:11])[n:7]1.[ClH:44].[F:28][C:29]([c:30]1[cH:31][cH:32][c:33]([N:36]2[CH2:37][CH2:38][NH:39][CH2:40][CH2:41]2)[n:34][cH:35]1)([F:42])[F:43].[cH:45]1[cH:46][cH:47][n:48][cH:49][cH:50]1>>[c:2]1([N:39]2[CH2:38][CH2:37][N:36]([c:33]3[cH:32][cH:31][c:30]([C:29]([F:28])([F:42])[F:43])[cH:35][n:34]3)[CH2:41][CH2:40]2)[c:3](-[c:22]2[cH:23][cH:24][cH:25][cH:26][cH:27]2)[c:4](-[c:12]2[cH:13][c:14]([S:18](=[O:19])(=[O:20])[NH2:21])[cH:15][cH:16][cH:17]2)[n:5][c:6]([C:8]([F:9])([F:10])[F:11])[n:7]1. Reactants: C(C1=CC=CC=C1)OC1=NC2=CC(=C(C(=C2C=C1)C1=CC=C(C=C1)Cl)[C@@H](C(=O)O)OC(C)(C)C)C ((S)-2-(2-(benzyloxy)-5-(4-chlorophenyl)-7-methylquinolin-6-yl)-2-tert-butoxyacetic acid), IC (iodomethane). Yields the product C(C)(C)(C)O[C@H](C(=O)O)C=1C(=C2C=CC(=NC2=CC1C)OC)C1=CC=C(C=C1)Cl ((S)-2-tert-butoxy-2-(5-(4-chlorophenyl)-2-methoxy-7-methylquinolin-6-yl)acetic acid). As a reaction SMILES: [CH2:1]([O:8][C:9]1[CH:18]=[CH:17][C:16]2[C:11](=[CH:12][C:13]([CH3:35])=[C:14]([C@H:26]([O:30][C:31]([CH3:34])([CH3:33])[CH3:32])[C:27]([OH:29])=[O:28])[C:15]=2[C:19]2[CH:24]=[CH:23][C:22]([Cl:25])=[CH:21][CH:20]=2)[N:10]=1)C1C=CC=CC=1.IC>>[C:31]([O:30][C@@H:26]([C:14]1[C:15]([C:19]2[CH:20]=[CH:21][C:22]([Cl:25])=[CH:23][CH:24]=2)=[C:16]2[C:11](=[CH:12][C:13]=1[CH3:35])[N:10]=[C:9]([O:8][CH3:1])[CH:18]=[CH:17]2)[C:27]([OH:29])=[O:28])([CH3:34])([CH3:32])[CH3:33]. Reported procedure: (S)-2-tert-Butoxy-2-(5-(4-chlorophenyl)-2-methoxy-7-methylquinolin-6-yl)acetic acid (66) (2.3 mg) was prepared in a similar manner as compound (S)-2-(2-(benzyloxy)-5-(4-chlorophenyl)-7-methylquinolin-6-yl)-2-tert-butoxyacetic acid of Example 65 except using iodomethane instead of benzyl bromide. 1H-NMR 400 MHz (CD3OD) δ 7.68 (s, 1 H), 7.6-7.5 (m, 4 H), 7.30 (d, J=8 Hz, 1 H), 6.87 (d, J=9.6 Hz, 1H), 5.16 (s, 1 H), 4.08 (s, 3 H), 2.62 (s, 3 H), 0.97 (s, 9 H); LCMS-ESI+ (m/z): [M+H]+ calcd for C23H... Starting materials: ClC1=CC(=C(C=C1)C(CCC#N)C1=CNC2=C(C=CC=C12)CSC)F (4-(4-Chloro-2-fluorophenyl)-4-{7-[(methylsulfanyl)methyl]-1H-indol-3-yl}butanonitrile), ClCCl (dichloromethane), ClC1=CC(=CC=C1)C(=O)OO (meta-chloroperbenzoic acid). Solvent: CO (methanol). Run at time 8 hour. Yields the product ClC1=CC(=C(C=C1)C(CCC#N)C1=CNC2=C(C=CC=C12)CS(=O)C)F (4-(4-Chloro-2-fluorophenyl)-4-{7-[(methylsulfinyl)methyl]-1H-indol-3-yl}butanonitrile). As a reaction SMILES: [Cl:1][C:2]1[CH:7]=[CH:6][C:5]([CH:8]([C:13]2[C:21]3[C:16](=[C:17]([CH2:22][S:23][CH3:24])[CH:18]=[CH:19][CH:20]=3)[NH:15][CH:14]=2)[CH2:9][CH2:10][C:11]#[N:12])=[C:4]([F:25])[CH:3]=1.ClCCl.ClC1C=CC=C(C(OO)=[O:37])C=1>CO>[Cl:1][C:2]1[CH:7]=[CH:6][C:5]([CH:8]([C:13]2[C:21]3[C:16](=[C:17]([CH2:22][S:23]([CH3:24])=[O:37])[CH:18]=[CH:19][CH:20]=3)[NH:15][CH:14]=2)[CH2:9][CH2:10][C:11]#[N:12])=[C:4]([F:25])[CH:3]=1. Reported procedure: 200 mg (0.54 mmol) of the compound from Example 38 were introduced into 30 ml of dichloromethane at 0° C., 132 mg (0.54 mmol) of 70% pure meta-chloroperbenzoic acid were added, and the mixture was stirred at RT overnight. 2 ml of methanol were added, and the residue after concentration was taken up in dichloromethane, washed twice with saturated aqueous sodium bicarbonate solution, water and saturated aqueous sodium chloride solution, and the organic phase was dried over magnesium sulfate, filte... The reactants are CC(C)=O, FC(F)(F)c1nc[nH]n1. Product: OCn1cnc(C(F)(F)F)n1. RXN SMILES: [CH3:10][C:11]([CH3:12])=[O:13].[F:1][C:2]([c:3]1[n:4][nH:5][cH:6][n:7]1)([F:8])[F:9]>>[F:1][C:2]([c:3]1[n:4][n:5]([CH2:11][OH:13])[cH:6][n:7]1)([F:8])[F:9]. The reactants are BrC=1C=C(OC=2C(=C(N)C=CC2Cl)[N+](=O)[O-])C=C(C1)Cl (3-(3-bromo-5-chlorophenoxy)-4-chloro-2-nitroaniline), O.O.[Sn](Cl)Cl (tin(II) chloride dihydrate), N#N (N2). Solvent: CO (MeOH). Run at temperature 75 celsius, time 10 hour. Yields the product BrC=1C=C(OC2=C(C(=CC=C2Cl)N)N)C=C(C1)Cl (3-(3-bromo-5-chlorophenoxy)-4-chlorobenzene-1,2-diamine). RXN SMILES: [Br:1][C:2]1[CH:3]=[C:4]([CH:17]=[C:18]([Cl:20])[CH:19]=1)[O:5][C:6]1[C:7]([N+:14]([O-])=O)=[C:8]([CH:10]=[CH:11][C:12]=1[Cl:13])[NH2:9].O.O.[Sn](Cl)Cl.N#N>CO>[Br:1][C:2]1[CH:3]=[C:4]([CH:17]=[C:18]([Cl:20])[CH:19]=1)[O:5][C:6]1[C:12]([Cl:13])=[CH:11][CH:10]=[C:8]([NH2:9])[C:7]=1[NH2:14] |f:1.2.3|. Reported procedure: 3-(3-bromo-5-chlorophenoxy)-4-chloro-2-nitroaniline (5.7 g, 15 mmol) and tin(II) chloride dihydrate (17 g, 75 mmol) were suspended in MeOH (100 mL) and heated to 75° C. under a reflux condenser and N2. After 10 hours, the reaction was allowed to cool to room temperature. The reaction was concentrated under reduced pressure, diluted with ethyl acetate (150 mL) and 10% aqueous sodium carbonate (250 mL) was added with vigorous stirring until the pH was 10. The mixture was filtered through celite. T... The reactants are [K] (potassium), C(#N)C1=C(C=CC=C1)O (2-cyanophenol), [Cl-].[K+] (potassium chloride), ClC1=CC(=NC=N1)OC1=C(C=CC=C1)/C(/C(=O)OC)=C\OC ((E)-methyl 2-[2-(6-chloropyrimidin-4-yloxy)phenyl]-3-methoxypropenoate), C(#N)C1=C(C=CC=C1)O (2-cyanophenol), [OH-].[K+] (potassium hydroxide), [Cl-].[K+] (potassium chloride). Solvent: O (water), C1(=CC=CC=C1)C (toluene), O (water). Reaction conditions: temperature 97.5 celsius, time 3 hour. Yields the product C(#N)C1=C(OC2=CC(=NC=N2)OC2=C(C=CC=C2)/C(/C(=O)OC)=C\OC)C=CC=C1 ((E)-methyl 2-[2-(6- (2-cyanophenoxy)pyrimidin-4-yloxy)phenyl]-3-methoxypropenoate). The yield is 77.7%. Reaction SMILES: [K].[C:2]([C:4]1[CH:9]=[CH:8][CH:7]=[CH:6][C:5]=1[OH:10])#[N:3].[Cl-].[K+].[OH-].[K+].Cl[C:16]1[N:21]=[CH:20][N:19]=[C:18]([O:22][C:23]2[CH:28]=[CH:27][CH:26]=[CH:25][C:24]=2/[C:29](=[CH:34]\[O:35][CH3:36])/[C:30]([O:32][CH3:33])=[O:31])[CH:17]=1>O.C1(C)C=CC=CC=1>[C:2]([C:4]1[CH:9]=[CH:8][CH:7]=[CH:6][C:5]=1[O:10][C:16]1[N:21]=[CH:20][N:19]=[C:18]([O:22][C:23]2[CH:28]=[CH:27][CH:26]=[CH:25][C:24]=2/[C:29](=[CH:34]\[O:35][CH3:36])/[C:30]([O:32][CH3:33])=[O:31])[CH:17]=1)#[N:3] |f:2.3,4.5,^1:0|. Reported procedure: A slurry of the potassium salt of 2-cyanophenol containing potassium chloride was prepared by mixing 2-cyanophenol (13.2 g), potassium hydroxide (6.8 g) and potassium chloride (20 g) in water (10 g). This solution was added to (E)-methyl 2-[2-(6-chloropyrimidin-4-yloxy)phenyl]-3-methoxypropenoate (32.8 g) over 5 minutes while maintaining the temperature at 95-100° C. The resulting mixture was stirred at 110° C. for 3 hours. The reaction mixture was mixed with water and toluene and the organic la... The reactants are ice, C([O-])([O-])=O.[K+].[K+] (potassium carbonate), ClC(=O)OCC (ethyl chloroformate), ice, C(C)OC(C1=C(C=CC=C1)N)=O (ethyl-o-aminobenzoate). Solvent: O (water), O (water), CC(=O)C (acetone). Conditions: time 2 hour. Product: C(C)OC(C1=C(C=CC=C1)NC(=O)OCC)=O (Ethyl-N-ethoxycarbonyl-o-aminobenzoate). The yield is 98.4%. RXN SMILES: [CH2:1]([O:3][C:4](=[O:12])[C:5]1[CH:10]=[CH:9][CH:8]=[CH:7][C:6]=1[NH2:11])[CH3:2].C(=O)([O-])[O-].[K+].[K+].Cl[C:20]([O:22][CH2:23][CH3:24])=[O:21]>CC(C)=O.O>[CH2:1]([O:3][C:4](=[O:12])[C:5]1[CH:10]=[CH:9][CH:8]=[CH:7][C:6]=1[NH:11][C:20]([O:22][CH2:23][CH3:24])=[O:21])[CH3:2] |f:1.2.3|. Procedure: To an ice cooled solution of ethyl-o-aminobenzoate 1 (33 g, 0.2 mole) in acetone (270 ml) was added with stirring an ice cooled solution of potassium carbonate (36.7 g, 0.27 mole) in water (214 ml) followed by addition of ethyl chloroformate (43 g, 0.4 mole). Stirring was continued at 0° C. for 11/2 hour and at 25° C. for 2 hours. The mixture was poured in water (300 ml) and extracted with three 300 ml portions of ether. The combined and dried (MgSO4) ether phases were evaporated in vacuo to giv... The reactants are [Al+3], C1CCOC1, CCOC(=O)c1cc(-c2ccc(OCc3ccccc3)cc2)n(C2CCCCC2)n1, [H-], [H-], [H-], [H-], [Li+]. The product is OCc1cc(-c2ccc(OCc3ccccc3)cc2)n(C2CCCCC2)n1. RXN SMILES: [Al+3:2].[CH2:37]1[O:38][CH2:39][CH2:40][CH2:41]1.[CH:7]1([n:13]2[n:14][c:15]([C:32](=[O:33])[O:34][CH2:35][CH3:36])[cH:16][c:17]2-[c:18]2[cH:19][cH:20][c:21]([O:24][CH2:25][c:26]3[cH:27][cH:28][cH:29][cH:30][cH:31]3)[cH:22][cH:23]2)[CH2:8][CH2:9][CH2:10][CH2:11][CH2:12]1.[H-:1].[H-:4].[H-:5].[H-:6].[Li+:3]>>[CH:7]1([n:13]2[n:14][c:15]([CH2:32][OH:33])[cH:16][c:17]2-[c:18]2[cH:19][cH:20][c:21]([O:24][CH2:25][c:26]3[cH:27][cH:28][cH:29][cH:30][cH:31]3)[cH:22][cH:23]2)[CH2:8][CH2:9][CH2:10][CH2:11][CH2:12]1.